This data is from the Open Reaction Database (ORD), a public repository of structured organic reaction records. The task is: describe an organic reaction: reactants, conditions, products, and yield Starting materials: CC(=O)OCCBr, O=C([O-])[O-], CN(C)C=O, [Cl-], CCOC(=O)c1c[nH]c2ccc(Cc3cccc(Cl)c3Cl)cc2c1=O, [K+], [K+], [NH4+]. The product is CCOC(=O)c1cn(CCOC(C)=O)c2ccc(Cc3cccc(Cl)c3Cl)cc2c1=O. RXN SMILES: [C:26]([CH3:27])(=[O:28])[O:29][CH2:30][CH2:31][Br:32].[C:33](=[O:34])([O-:35])[O-:36].[CH3:41][N:42]([CH3:43])[CH:44]=[O:45].[Cl-:39].[Cl:1][c:2]1[c:3]([CH2:4][c:5]2[cH:6][c:7]3[c:8](=[O:20])[c:9]([C:15](=[O:16])[O:17][CH2:18][CH3:19])[cH:10][nH:11][c:12]3[cH:13][cH:14]2)[cH:21][cH:22][cH:23][c:24]1[Cl:25].[K+:37].[K+:38].[NH4+:40]>>[Cl:1][c:2]1[c:3]([CH2:4][c:5]2[cH:6][c:7]3[c:8](=[O:20])[c:9]([C:15](=[O:16])[O:17][CH2:18][CH3:19])[cH:10][n:11]([CH2:31][CH2:30][O:29][C:26]([CH3:27])=[O:28])[c:12]3[cH:13][cH:14]2)[cH:21][cH:22][cH:23][c:24]1[Cl:25].